From a dataset of the Open Reaction Database (ORD), a public repository of structured organic reaction records. describe an organic reaction: reactants, conditions, products, and yield Reactants: ClCCCC(=O)NC1=NC(=NC(=N1)NC(CCCCl)=O)NC(CCCCl)=O (N,N',N"-tris(4-chlorobutyryl)melamine), CN(C)C=O (DMF), CC(C)([O-])C.[K+] (potassium tert-butoxide). Run in C(Cl)Cl (CH2Cl2). Conditions: time 30 minute. Product: N1(C(CCC1)=O)C1=NC(=NC(=N1)N1C(CCC1)=O)N1C(CCC1)=O (2,4,6-tris(pyrrolidin-2-on-1-yl)-1,3,5-triazine). Yield: 54.5%. Reaction SMILES: Cl[CH2:2][CH2:3][CH2:4][C:5]([NH:7][C:8]1[N:13]=[C:12]([NH:14][C:15](=[O:20])[CH2:16][CH2:17][CH2:18]Cl)[N:11]=[C:10]([NH:21][C:22](=[O:27])[CH2:23][CH2:24][CH2:25]Cl)[N:9]=1)=[O:6].CN(C=O)C.CC(C)([O-])C.[K+]>C(Cl)Cl>[N:7]1([C:8]2[N:13]=[C:12]([N:14]3[CH2:18][CH2:17][CH2:16][C:15]3=[O:20])[N:11]=[C:10]([N:21]3[CH2:25][CH2:24][CH2:23][C:22]3=[O:27])[N:9]=2)[CH2:2][CH2:3][CH2:4][C:5]1=[O:6] |f:2.3|. Procedure details: 440 mg of N,N',N"-tris(4-chlorobutyryl)melamine was placed in a flask equipped with a magnetic stirring bar, a reflux condenser, an argon inlet and a rubber septum. To the flask was added 6ml DMF followed by 450 mg potassium tert-butoxide, while stirring the reaction mixture at room temperature for about 30 minutes. It was then diluted with CH2Cl2 and filtered. The filtrate was concentrated to dryness under reduced pressure. The residue was then purified by column chromatography (silica gel) to ...